The task is: describe an organic reaction: reactants, conditions, products, and yield. This data is from the Open Reaction Database (ORD), a public repository of structured organic reaction records. Starting materials: ClC(CC(C)C)C=1OC2=C(C1CC)C=CC=C2 (2-(1-chloro-3-methylbutyl)-3-ethyl-1-benzofuran), NC1=CC=C(C=C1)C(=O)N(CCC(=O)OCC)C (ethyl 3-{[(4-aminophenyl)carbonyl](methyl)amino}propanoate), compound. Yields the product C(C)C1=C(OC2=C1C=CC=C2)C(CC(C)C)NC2=CC=C(C=C2)C(=O)N(CCC(=O)O)C (3-{[(4-{[1-(3-ethyl-1-benzofuran-2-yl)-3-methylbutyl]amino}phenyl)carbonyl](methyl)amino}propanoic acid). Reaction SMILES: Cl[CH:2]([C:7]1[O:8][C:9]2[CH:17]=[CH:16][CH:15]=[CH:14][C:10]=2[C:11]=1[CH2:12][CH3:13])[CH2:3][CH:4]([CH3:6])[CH3:5].[NH2:18][C:19]1[CH:24]=[CH:23][C:22]([C:25]([N:27]([CH3:35])[CH2:28][CH2:29][C:30]([O:32]CC)=[O:31])=[O:26])=[CH:21][CH:20]=1>>[CH2:12]([C:11]1[C:10]2[CH:14]=[CH:15][CH:16]=[CH:17][C:9]=2[O:8][C:7]=1[CH:2]([NH:18][C:19]1[CH:20]=[CH:21][C:22]([C:25]([N:27]([CH3:35])[CH2:28][CH2:29][C:30]([OH:32])=[O:31])=[O:26])=[CH:23][CH:24]=1)[CH2:3][CH:4]([CH3:6])[CH3:5])[CH3:13]. Procedure details: Using 2-(1-chloro-3-methylbutyl)-3-ethyl-1-benzofuran (300 mg) synthesized above and ethyl 3-{[(4-aminophenyl)carbonyl](methyl)amino}propanoate (300 mg) synthesized in Example 2(2) and in the same manner as in Example A22(4), the title object compound (97.4 mg, 19%) was obtained as a yellow solid. Starting materials: C(C)OC1=NC=CC=C1 (2-ethoxypyridine), [Li+].C(F)(F)(F)S(=O)(=O)[N-]S(=O)(=O)C(F)(F)F (LiTFSI). Conditions: temperature 50 celsius, time 50 minute. Yields the product C(C)OC1=NC=CC=C1.[Li+].C(F)(F)(F)S(=O)(=O)[N-]S(=O)(=O)C(F)(F)F (2-ethoxypyridine LiTFSI). The yield is 157.6%. RXN SMILES: [CH2:1]([O:3][C:4]1[CH:9]=[CH:8][CH:7]=[CH:6][N:5]=1)[CH3:2].[Li+:10].[C:11]([S:15]([N-:18][S:19]([C:22]([F:25])([F:24])[F:23])(=[O:21])=[O:20])(=[O:17])=[O:16])([F:14])([F:13])[F:12]>>[CH2:1]([O:3][C:4]1[CH:9]=[CH:8][CH:7]=[CH:6][N:5]=1)[CH3:2].[Li+:10].[C:22]([S:19]([N-:18][S:15]([C:11]([F:14])([F:13])[F:12])(=[O:17])=[O:16])(=[O:20])=[O:21])([F:24])([F:23])[F:25] |f:1.2,3.4.5|. Procedure: 10 g of purified 2-ethoxypyridine and 7.77 g of LiTFSI were put into a round bottom flask and slowly stirred for 50 minutes under a nitrogen circumstance of 50° C., thereby obtaining 17.5 g of 2-ethoxypyridine-LiTFSI eutectic mixture. Reactants: Nc1ncnc2c1c(Br)cn2CCN1CCOCC1, C1COCCO1, CC1(C)OB(c2ccc3c(c2)CCN3C(=O)Cc2cccc(C(F)(F)F)c2)OC1(C)C, [Na+], O=C([O-])O, O, c1ccc(P(c2ccccc2)(c2ccccc2)[Pd](P(c2ccccc2)(c2ccccc2)c2ccccc2)(P(c2ccccc2)(c2ccccc2)c2ccccc2)P(c2ccccc2)(c2ccccc2)c2ccccc2)cc1. Yields the product Nc1ncnc2c1c(-c1ccc3c(c1)CCN3C(=O)Cc1cccc(C(F)(F)F)c1)cn2CCN1CCOCC1. As a reaction SMILES: [Br:1][c:2]1[cH:3][n:4]([CH2:12][CH2:13][N:14]2[CH2:15][CH2:16][O:17][CH2:18][CH2:19]2)[c:5]2[n:6][cH:7][n:8][c:9]([NH2:11])[c:10]12.[CH2:51]1[O:52][CH2:53][CH2:54][O:55][CH2:56]1.[CH3:20][C:21]1([CH3:22])[C:23]([CH3:24])([CH3:25])[O:26][B:27]([c:28]2[cH:29][c:30]3[c:34]([cH:35][cH:36]2)[N:33]([C:37]([CH2:38][c:39]2[cH:40][c:41]([C:45]([F:46])([F:47])[F:48])[cH:42][cH:43][cH:44]2)=[O:49])[CH2:32][CH2:31]3)[O:50]1.[Na+:61].[O-:57][C:58]([OH:59])=[O:60].[OH2:62].[cH:63]1[cH:64][cH:65][c:66]([P:67]([Pd:68]([P:69]([c:70]2[cH:71][cH:72][cH:73][cH:74][cH:75]2)([c:76]2[cH:77][cH:78][cH:79][cH:80][cH:81]2)[c:82]2[cH:83][cH:84][cH:85][cH:86][cH:87]2)([P:88]([c:89]2[cH:90][cH:91][cH:92][cH:93][cH:94]2)([c:95]2[cH:96][cH:97][cH:98][cH:99][cH:100]2)[c:101]2[cH:102][cH:103][cH:104][cH:105][cH:106]2)[P:107]([c:108]2[cH:109][cH:110][cH:111][cH:112][cH:113]2)([c:114]2[cH:115][cH:116][cH:117][cH:118][cH:119]2)[c:120]2[cH:121][cH:122][cH:123][cH:124][cH:125]2)([c:126]2[cH:127][cH:128][cH:129][cH:130][cH:131]2)[c:132]2[cH:133][cH:134][cH:135][cH:136][cH:137]2)[cH:138][cH:139]1>>[c:2]1(-[c:28]2[cH:29][c:30]3[c:34]([cH:35][cH:36]2)[N:33]([C:37]([CH2:38][c:39]2[cH:40][c:41]([C:45]([F:46])([F:47])[F:48])[cH:42][cH:43][cH:44]2)=[O:49])[CH2:32][CH2:31]3)[cH:3][n:4]([CH2:12][CH2:13][N:14]2[CH2:15][CH2:16][O:17][CH2:18][CH2:19]2)[c:5]2[n:6][cH:7][n:8][c:9]([NH2:11])[c:10]12. Starting materials: [BH4-], CN(C)CCN, CO, COC(OC)OC, Cc1cccc(-c2nn3ccccc3c2-c2ccc(F)c(C=O)c2)n1, [Na+]. The product is Cc1cccc(-c2nn3ccccc3c2-c2ccc(F)c(CNCCN(C)C)c2)n1. As a reaction SMILES: [BH4-:39].[CH3:26][N:27]([CH2:28][CH2:29][NH2:30])[CH3:31].[CH3:41][OH:42].[CH:32]([O:33][CH3:34])([O:35][CH3:36])[O:37][CH3:38].[F:1][c:2]1[c:3]([CH:4]=[O:5])[cH:6][c:7](-[c:10]2[c:11](-[c:19]3[n:20][c:21]([CH3:25])[cH:22][cH:23][cH:24]3)[n:12][n:13]3[c:14]2[cH:15][cH:16][cH:17][cH:18]3)[cH:8][cH:9]1.[Na+:40]>>[F:1][c:2]1[c:3]([CH2:4][NH:30][CH2:29][CH2:28][N:27]([CH3:26])[CH3:31])[cH:6][c:7](-[c:10]2[c:11](-[c:19]3[n:20][c:21]([CH3:25])[cH:22][cH:23][cH:24]3)[n:12][n:13]3[c:14]2[cH:15][cH:16][cH:17][cH:18]3)[cH:8][cH:9]1. Reactants: OC1=CC=C(CC(C(=O)OCC)(CCCC2=CC=CC=C2)C)C=C1 (ethyl 2-(4-hydroxybenzyl)-2-methyl-5-phenylvalerate), BrCCOC1OCCCC1 (2-(2-bromoethoxy)tetrahydropyran), C([O-])([O-])=O.[K+].[K+] (potassium carbonate). Solvent: CC(=O)N(C)C (dimethylacetamide). Product: CC(C(=O)OCC)(CC1=CC=C(C=C1)OCCOC1OCCCC1)CCCC1=CC=CC=C1 (Ethyl 2-methyl-2-(3-phenylpropyl)-3-[4-[2-(tetrahydropyran-2-yloxy)ethoxy]phenyl]propionate). Yield: 80.2%. RXN SMILES: [OH:1][C:2]1[CH:24]=[CH:23][C:5]([CH2:6][C:7]([CH3:22])([CH2:13][CH2:14][CH2:15][C:16]2[CH:21]=[CH:20][CH:19]=[CH:18][CH:17]=2)[C:8]([O:10][CH2:11][CH3:12])=[O:9])=[CH:4][CH:3]=1.Br[CH2:26][CH2:27][O:28][CH:29]1[CH2:34][CH2:33][CH2:32][CH2:31][O:30]1.C(=O)([O-])[O-].[K+].[K+]>CC(N(C)C)=O>[CH3:22][C:7]([CH2:13][CH2:14][CH2:15][C:16]1[CH:21]=[CH:20][CH:19]=[CH:18][CH:17]=1)([CH2:6][C:5]1[CH:4]=[CH:3][C:2]([O:1][CH2:26][CH2:27][O:28][CH:29]2[CH2:34][CH2:33][CH2:32][CH2:31][O:30]2)=[CH:24][CH:23]=1)[C:8]([O:10][CH2:11][CH3:12])=[O:9] |f:2.3.4|. Reported procedure: In a similar manner to that described in Reference example 3(e), a reaction was carried out using ethyl 2-(4-hydroxybenzyl)-2-methyl-5-phenylvalerate (1.58 g), which is the product of Reference example 7(d), 2-(2-bromoethoxy)tetrahydropyran (0.94 g) and potassium carbonate (1.86 g) in dimethylacetamide and the reaction mixture was treated to afford the desired compound (1.64 g) as a syrup. The reactants are Cl.Cl.NC=1C=C(OCCCNCC2COC3=C(O2)C=CC=C3OC)C=CC1 (N-[3-(3-Aminophenoxy)propyl]-2,3-dihydro-5-methoxy-1,4-benzodioxin-2-methanamine dihydrochloride), C([O-])(O)=O.[Na+] (sodium bicarbonate). Run in O (water), Br (HBr). The product is NC=1C=C(OCCCNCC2COC3=C(O2)C=CC=C3O)C=CC1 (N-[3-(3-Aminophenoxy)propyl]-2,3-dihydro-5-hydroxy-1,4-benzodioxin-2-methanamine). The yield is 52.6%. Reaction SMILES: Cl.Cl.[NH2:3][C:4]1[CH:5]=[C:6]([CH:25]=[CH:26][CH:27]=1)[O:7][CH2:8][CH2:9][CH2:10][NH:11][CH2:12][CH:13]1[O:18][C:17]2[CH:19]=[CH:20][CH:21]=[C:22]([O:23]C)[C:16]=2[O:15][CH2:14]1.C(=O)(O)[O-].[Na+]>Br.O>[NH2:3][C:4]1[CH:5]=[C:6]([CH:25]=[CH:26][CH:27]=1)[O:7][CH2:8][CH2:9][CH2:10][NH:11][CH2:12][CH:13]1[O:18][C:17]2[CH:19]=[CH:20][CH:21]=[C:22]([OH:23])[C:16]=2[O:15][CH2:14]1 |f:0.1.2,3.4|. Reported procedure: N-[3-(3-Aminophenoxy)propyl]-2,3-dihydro-5-methoxy-1,4-benzodioxin-2-methanamine dihydrochloride quarter hydrate (0.79 g, 1.9 mmole), prepared in Example 2 above, was dissolved in 26.5 ml of 48% HBr and refluxed under nitrogen for 23 hours. Upon cooling, the mixture was diluted to 250 ml with water and carefully neutralized with solid sodium bicarbonate. It was then extracted with two 200 ml portions of 3:1 dichloromethane/isopropanol and the combined extracts were washed with saturated aqueous ... The reactants are ClCCl, Fc1nc(F)nc(F)n1, O=C(O)c1noc(-c2ccccc2)c1C(F)(F)F, c1ccncc1. The product is O=C(F)c1noc(-c2ccccc2)c1C(F)(F)F. RXN SMILES: [Cl:34][CH2:35][Cl:36].[F:25][c:26]1[n:27][c:28]([F:29])[n:30][c:31]([F:32])[n:33]1.[c:1]1(-[c:7]2[c:8]([C:15]([F:16])([F:17])[F:18])[c:9]([C:12](=[O:13])[OH:14])[n:10][o:11]2)[cH:2][cH:3][cH:4][cH:5][cH:6]1.[cH:19]1[cH:20][cH:21][n:22][cH:23][cH:24]1>>[c:1]1(-[c:7]2[c:8]([C:15]([F:16])([F:17])[F:18])[c:9]([C:12](=[O:13])[F:25])[n:10][o:11]2)[cH:2][cH:3][cH:4][cH:5][cH:6]1.